Task: describe an organic reaction: reactants, conditions, products, and yield. Dataset: the Open Reaction Database (ORD), a public repository of structured organic reaction records Reactants: FC(C(=O)C1=CC=CC=C1)(F)F (2,2,2-trifluoroacetophenone), C(CCC)[Li] (n-butyl lithium), CC(=O)O (AcOH), C(C)(C)NC(C)C (diisopropylamine). Run in C1CCOC1 (THF), O (H2O), C1CCOC1 (THF). Conditions: temperature 50 celsius, time 5 minute. Yields the product OC(CC(=O)O)(C(F)(F)F)C1=CC=CC=C1 (3-Hydroxy-3-phenyl-3-trifluoromethylpropionic acid). Isolated yield 49.0%. As a reaction SMILES: C([Li])CCC.C(NC(C)C)(C)C.[CH3:13][C:14]([OH:16])=[O:15].[F:17][C:18]([F:28])([F:27])[C:19]([C:21]1[CH:26]=[CH:25][CH:24]=[CH:23][CH:22]=1)=[O:20]>C1COCC1.O>[OH:20][C:19]([C:21]1[CH:26]=[CH:25][CH:24]=[CH:23][CH:22]=1)([C:18]([F:17])([F:27])[F:28])[CH2:13][C:14]([OH:16])=[O:15]. Procedure details: To a cooled (0° C.) solution of n-butyl lithium (1.6M in hexanes, 40 mL) in dry THF (90 mL), was added dropwise diisopropylamine (9.45 mL) and the mixture was stirred for 5 min. Keeping the temperature at 0° C., AcOH (1.92 mL, 0.0336 mol) was added dropwise and the reaction mixture was stirred for 10 min and then heated at 50° C. for 30 min. The resulting solution was allowed to cool, a solution of 2,2,2-trifluoroacetophenone (4.76 mL (0.0336 mol) in dry THF (15 mL) was added at 0° C. and the re... The reactants are ClCCl, O=C(O)C(F)(F)F, CC(C)(C)OC(=O)NCN1CCCC1CNC(=O)OCc1ccccc1. Product: O=C(NCC1CCCN1)OCc1ccccc1. As a reaction SMILES: [Cl:34][CH2:35][Cl:36].[F:27][C:28]([F:29])([F:30])[C:31]([OH:32])=[O:33].[c:1]1([CH2:7][O:8][C:9](=[O:10])[NH:11][CH2:12][CH:13]2[N:14]([CH2:18][NH:19][C:20](=[O:21])[O:22][C:23]([CH3:24])([CH3:25])[CH3:26])[CH2:15][CH2:16][CH2:17]2)[cH:2][cH:3][cH:4][cH:5][cH:6]1>>[c:1]1([CH2:7][O:8][C:9](=[O:10])[NH:11][CH2:12][CH:13]2[NH:14][CH2:15][CH2:16][CH2:17]2)[cH:2][cH:3][cH:4][cH:5][cH:6]1. The reactants are CC1(CCC(C=2C=C(C=CC12)C#CC1=CC=C(C(=O)O)C=C1)=O)C (4-[(5,6,7,8-tetrahydro-8,8-dimethyl-5-oxonaphth-3-yl)ethynyl]benzoic acid), CC1(CCC(C=2C=C(C=CC12)C#CC1=CC=C(C(=O)O)C=C1)=O)C (4-[(5,6,7,8-tetrahydro-8,8-dimethyl-5-oxonaphth-3-yl)ethynyl]benzoic acid), C(#N)[Si](C)(C)C (cyanotrimethylsilane). Reaction conditions: temperature 80 celsius. As a reaction SMILES: [CH3:1][C:2]1([CH3:24])[C:11]2[CH:10]=[CH:9][C:8]([C:12]#[C:13][C:14]3[CH:22]=[CH:21][C:17]([C:18]([OH:20])=[O:19])=[CH:16][CH:15]=3)=[CH:7][C:6]=2[C:5](=O)[CH2:4][CH2:3]1.[C:25]([Si](C)(C)C)#[N:26]>B(F)(F)F.CCOCC>[C:25]([C:5]1[C:6]2[CH:7]=[C:8]([C:12]#[C:13][C:14]3[CH:15]=[CH:16][C:17]([C:18]([OH:20])=[O:19])=[CH:21][CH:22]=3)[CH:9]=[CH:10][C:11]=2[C:2]([CH3:24])([CH3:1])[CH2:3][CH:4]=1)#[N:26] |f:2.3|. Procedure details: To 76 mg (0.24 mmol) of 4-[(5,6,7,8-tetrahydro-8,8-dimethyl-5-oxonaphth-3-yl)ethynyl]benzoic acid (Compound 8) was added 0.06 ml (0.48 mmol) of cyanotrimethylsilane and 6 drops of boron trifluoride etherate. The resulting dark mixture was heated at 80° C for 45 minutes, cooled to room temperature and purified by flash chromatography (silica, 50% EtOAc-hexane) to yield the title compound as a yellow solid. The reagents and catalysts are B(F)(F)F.CCOCC (boron trifluoride etherate). Product: C(#N)C=1C=2C=C(C=CC2C(CC1)(C)C)C#CC1=CC=C(C(=O)O)C=C1 (4-[(5-cyano-7,8-dihydro-8,8-dimethylnaphth-3-yl)ethynyl]benzoic acid).